From a dataset of the Open Reaction Database (ORD), a public repository of structured organic reaction records. describe an organic reaction: reactants, conditions, products, and yield Reactants: C1CCOC1, CO, CCOC(=O)C1CC1(C)c1ccc(C(F)(F)F)nc1, [Na+], [OH-]. The product is CC1(c2ccc(C(F)(F)F)nc2)CC1C(=O)O. As a reaction SMILES: [CH2:1]1[O:2][CH2:3][CH2:4][CH2:5]1.[CH3:27][OH:28].[CH3:6][C:7]1([c:15]2[cH:16][n:17][c:18]([C:21]([F:22])([F:23])[F:24])[cH:19][cH:20]2)[CH:8]([C:10](=[O:11])[O:12][CH2:13][CH3:14])[CH2:9]1.[Na+:26].[OH-:25]>>[CH3:6][C:7]1([c:15]2[cH:16][n:17][c:18]([C:21]([F:22])([F:23])[F:24])[cH:19][cH:20]2)[CH:8]([C:10](=[O:11])[OH:12])[CH2:9]1. The reactants are Cc1ccccc1, OB(O)c1ccccc1OC(F)(F)F, CCOC(=O)c1cn(-c2cccc(Br)c2)nc1N, [Na+], [Na+], O=C([O-])[O-], c1ccc(P(c2ccccc2)(c2ccccc2)[Pd](P(c2ccccc2)(c2ccccc2)c2ccccc2)(P(c2ccccc2)(c2ccccc2)c2ccccc2)P(c2ccccc2)(c2ccccc2)c2ccccc2)cc1. The product is CCOC(=O)c1cn(-c2cccc(-c3ccccc3OC(F)(F)F)c2)nc1N. Reaction SMILES: [CH3:39][c:40]1[cH:41][cH:42][cH:43][cH:44][cH:45]1.[F:19][C:20]([O:21][c:22]1[c:23]([B:28]([OH:29])[OH:30])[cH:24][cH:25][cH:26][cH:27]1)([F:31])[F:32].[NH2:1][c:2]1[n:3][n:4](-[c:12]2[cH:13][c:14]([Br:18])[cH:15][cH:16][cH:17]2)[cH:5][c:6]1[C:7](=[O:8])[O:9][CH2:10][CH3:11].[Na+:33].[Na+:34].[O-:35][C:36](=[O:37])[O-:38].[cH:46]1[cH:47][cH:48][c:49]([P:50]([Pd:51]([P:52]([c:53]2[cH:54][cH:55][cH:56][cH:57][cH:58]2)([c:59]2[cH:60][cH:61][cH:62][cH:63][cH:64]2)[c:65]2[cH:66][cH:67][cH:68][cH:69][cH:70]2)([P:71]([c:72]2[cH:73][cH:74][cH:75][cH:76][cH:77]2)([c:78]2[cH:79][cH:80][cH:81][cH:82][cH:83]2)[c:84]2[cH:85][cH:86][cH:87][cH:88][cH:89]2)[P:90]([c:91]2[cH:92][cH:93][cH:94][cH:95][cH:96]2)([c:97]2[cH:98][cH:99][cH:100][cH:101][cH:102]2)[c:103]2[cH:104][cH:105][cH:106][cH:107][cH:108]2)([c:109]2[cH:110][cH:111][cH:112][cH:113][cH:114]2)[c:115]2[cH:116][cH:117][cH:118][cH:119][cH:120]2)[cH:121][cH:122]1>>[NH2:1][c:2]1[n:3][n:4](-[c:12]2[cH:13][c:14](-[c:23]3[c:22]([O:21][C:20]([F:19])([F:31])[F:32])[cH:27][cH:26][cH:25][cH:24]3)[cH:15][cH:16][cH:17]2)[cH:5][c:6]1[C:7](=[O:8])[O:9][CH2:10][CH3:11]. Starting materials: FC=1C(=CN(C1C=1C(=NC=CC1)F)S(=O)(=O)C1=NC=C(C=C1)F)CN(C(OC(C)(C)C)=O)C (tert-butyl ({4-fluoro-5-(2-fluoropyridin-3-yl)-1-[(5-fluoropyridin-2-yl)sulfonyl]-1H-pyrrol-3-yl}methyl)methylcarbamate), C(C)(=O)OCC.Cl (hydrogen chloride-ethyl acetate). Run in C(C)(=O)OCC (ethyl acetate), CC(C)O (2-propanol). Run at time 2.5 hour. Product: Cl.FC=1C(=CN(C1C=1C(=NC=CC1)F)S(=O)(=O)C1=NC=C(C=C1)F)CNC (1-{4-Fluoro-5-(2-fluoropyridin-3-yl)-1-[(5-fluoropyridin-2-yl)sulfonyl]-1H-pyrrol-3-yl}-N-methylmethanamine hydrochloride). Yield: 51.0%. As a reaction SMILES: [F:1][C:2]1[C:3]([CH2:24][N:25](C)[C:26](=O)OC(C)(C)C)=[CH:4][N:5]([S:14]([C:17]2[CH:22]=[CH:21][C:20]([F:23])=[CH:19][N:18]=2)(=[O:16])=[O:15])[C:6]=1[C:7]1[C:8]([F:13])=[N:9][CH:10]=[CH:11][CH:12]=1.C(OCC)(=O)C.[ClH:40]>C(OCC)(=O)C.CC(O)C>[ClH:40].[F:1][C:2]1[C:3]([CH2:24][NH:25][CH3:26])=[CH:4][N:5]([S:14]([C:17]2[CH:22]=[CH:21][C:20]([F:23])=[CH:19][N:18]=2)(=[O:15])=[O:16])[C:6]=1[C:7]1[C:8]([F:13])=[N:9][CH:10]=[CH:11][CH:12]=1 |f:1.2,5.6|. Procedure details: To a solution of tert-butyl ({4-fluoro-5-(2-fluoropyridin-3-yl)-1-[(5-fluoropyridin-2-yl)sulfonyl]-1H-pyrrol-3-yl}methyl)methylcarbamate (69 mg) in ethyl acetate (1.5 mL) and 2-propanol (1 mL) was added 4 mol/L hydrogen chloride-ethyl acetate solution (2 mL), and the mixture was stirred at room temperature for 2.5 hr. The reaction mixture was concentrated under reduced pressure, and the residue was recrystallized from ethyl acetate-ethanol to give the title compound as a white solid (yield 31 mg... Starting materials: COC(C)=O, COC(=O)CC(=O)CC(O)COC(C)(C)C, CO. Yields the product COC(=O)CC(O)CC(O)COC(C)(C)C. RXN SMILES: [C:17]([O:18][CH3:19])(=[O:20])[CH3:21].[C:1]([CH3:2])([CH3:3])([CH3:4])[O:5][CH2:6][CH:7]([CH2:8][C:9]([CH2:10][C:11](=[O:12])[O:13][CH3:14])=[O:15])[OH:16].[CH3:22][OH:23]>>[C:1]([CH3:2])([CH3:3])([CH3:4])[O:5][CH2:6][CH:7]([CH2:8][CH:9]([CH2:10][C:11](=[O:12])[O:13][CH3:14])[OH:15])[OH:16]. Reactants: CC(C)(C)OC(=O)C1CC1c1cccc(F)n1, ClCCl, Cl, C1COCCO1. Yields the product Cl, O=C(O)C1CC1c1cccc(F)n1. Reaction SMILES: [C:1]([CH3:2])([CH3:3])([CH3:4])[O:5][C:6](=[O:7])[CH:8]1[CH:9]([c:11]2[n:12][c:13]([F:17])[cH:14][cH:15][cH:16]2)[CH2:10]1.[Cl:19][CH2:20][Cl:21].[ClH:18].[O:22]1[CH2:23][CH2:24][O:25][CH2:26][CH2:27]1>>[ClH:18].[O:5]=[C:6]([OH:7])[CH:8]1[CH:9]([c:11]2[n:12][c:13]([F:17])[cH:14][cH:15][cH:16]2)[CH2:10]1. Starting materials: NC1=C(SC(=C1N)C)C(=O)OC (Methyl 3,4-diamino-5-methylthiophene-2-carboxylate), ClC(Cl)(OC(OC(Cl)(Cl)Cl)=O)Cl (triphosgene). Run in CN(C=O)C (N,N-dimethyl formamide), ClCCl (dichloromethane). Conditions: time 2 day. Product: CC=1SC(=C2NC(NC21)=O)C(=O)OC (Methyl 1,3-dihydro-4-methyl-2-oxo-thieno[3,4-d]imidazole-6-carboxylate). Isolated yield 4777.4%. Reaction SMILES: [NH2:1][C:2]1[C:6]([NH2:7])=[C:5]([CH3:8])[S:4][C:3]=1[C:9]([O:11][CH3:12])=[O:10].Cl[C:14](Cl)([O:16]C(=O)OC(Cl)(Cl)Cl)Cl>CN(C)C=O.ClCCl>[CH3:8][C:5]1[S:4][C:3]([C:9]([O:11][CH3:12])=[O:10])=[C:2]2[C:6]=1[NH:7][C:14](=[O:16])[NH:1]2. Reported procedure: Methyl 3,4-diamino-5-methylthiophene-2-carboxylate (3.0 g) was dissolved in a mixture of N,N-dimethyl formamide (5 ml) and dichloromethane (15 ml). To the solution was added triphosgene (2.4 g) in portions. The mixture was stirred for two days at room temperature, and precipitates were collected by filtration, washed with dichloromethane and dried. Resultant white powder (2.4 g) was suspended in N,N-dimethylformamide (25 ml). To the suspension was added sodium hydride (60% in oil; 0.55 g), and t... Starting materials: CC1CN(C(c2cc(F)c(F)c(F)c2)C(CO[SiH](c2ccccc2)c2ccccc2)C(C)(C)C)C(=O)C(=O)O1, C1CCOC1, CCC(C)[BH-](C(C)CC)C(C)CC, [Li+], [Na+], [Na+], [OH-], OO, O=S([O-])O. Product: CC1CN(C(c2cc(F)c(F)c(F)c2)C(CO[SiH](c2ccccc2)c2ccccc2)C(C)(C)C)C(=O)C(O)O1. As a reaction SMILES: [C:15]([CH3:16])([CH3:17])([CH3:18])[CH:19]([CH:20]([c:21]1[cH:22][c:23]([F:29])[c:24]([F:28])[c:25]([F:27])[cH:26]1)[N:30]1[C:31](=[O:38])[C:32](=[O:37])[O:33][CH:34]([CH3:36])[CH2:35]1)[CH2:39][O:40][SiH:41]([c:42]1[cH:43][cH:44][cH:45][cH:46][cH:47]1)[c:48]1[cH:49][cH:50][cH:51][cH:52][cH:53]1.[CH2:63]1[O:64][CH2:65][CH2:66][CH2:67]1.[CH:1]([BH-:2]([CH:3]([CH2:4][CH3:5])[CH3:6])[CH:7]([CH2:8][CH3:9])[CH3:10])([CH2:11][CH3:12])[CH3:13].[Li+:14].[Na+:55].[Na+:62].[OH-:54].[OH:56][OH:57].[S:58](=[O:59])([OH:60])[O-:61]>>[C:15]([CH3:16])([CH3:17])([CH3:18])[CH:19]([CH:20]([c:21]1[cH:22][c:23]([F:29])[c:24]([F:28])[c:25]([F:27])[cH:26]1)[N:30]1[C:31](=[O:38])[CH:32]([OH:37])[O:33][CH:34]([CH3:36])[CH2:35]1)[CH2:39][O:40][SiH:41]([c:42]1[cH:43][cH:44][cH:45][cH:46][cH:47]1)[c:48]1[cH:49][cH:50][cH:51][cH:52][cH:53]1. Starting materials: CC1(OCCO1)C1=CC=C(O1)CN1N=C(C=C1)N (1-[5-(2-methyl-[1,3]dioxolan-2-yl)-furan-2-ylmethyl]-1H-pyrazol-3-ylamine), ClC1=C(C=CC=C1Cl)/C=C/C(=O)O ((E)-3-(2,3-dichloro-phenyl)-acrylic acid). Yields the product C(C)(=O)C1=CC=C(O1)CN1N=C(C=C1)NC(\C=C\C1=C(C(=CC=C1)Cl)Cl)=O ((E)-N-[1-(5-Acetyl-furan-2-ylmethyl)-1H-pyrazol-3-yl]-3-(2,3-dichloro-phenyl)-acrylamide). Reaction SMILES: [CH3:1][C:2]1([C:7]2[O:11][C:10]([CH2:12][N:13]3[CH:17]=[CH:16][C:15]([NH2:18])=[N:14]3)=[CH:9][CH:8]=2)[O:6]CCO1.[Cl:19][C:20]1[C:25]([Cl:26])=[CH:24][CH:23]=[CH:22][C:21]=1/[CH:27]=[CH:28]/[C:29](O)=[O:30]>>[C:2]([C:7]1[O:11][C:10]([CH2:12][N:13]2[CH:17]=[CH:16][C:15]([NH:18][C:29](=[O:30])/[CH:28]=[CH:27]/[C:21]3[CH:22]=[CH:23][CH:24]=[C:25]([Cl:26])[C:20]=3[Cl:19])=[N:14]2)=[CH:9][CH:8]=1)(=[O:6])[CH3:1]. Procedure details: Following general procedure B followed by either C or D, starting from 1-[5-(2-methyl-[1,3]dioxolan-2-yl)-furan-2-ylmethyl]-1H-pyrazol-3-ylamine and (E)-3-(2,3-dichloro-phenyl)-acrylic acid. As a reaction SMILES: [CH3:13][C:14]1([CH3:26])[CH:15]([C:23](=[O:24])[OH:25])[CH:16]1[CH:17]([C:18]([Cl:19])([Cl:20])[Cl:22])[OH:21].[CH3:1][C:2]1([CH3:12])[CH:3]([C:9](=[O:10])[OH:11])[CH:4]1[CH:5]=[C:6]([F:7])[Cl:8]>>[CH3:13][C:14]1([CH3:26])[CH:15]([C:23](=[O:24])[OH:25])[CH:16]1[CH:17]=[C:18]([Cl:19])[Cl:20].[CH3:1][C:2]1([CH3:12])[CH:3]([C:9](=[O:10])[OH:11])[CH:4]1[CH:5]=[C:6]([F:7])[Cl:8]. Product: CC1(C)C(C=C(Cl)Cl)C1C(=O)O, CC1(C)C(C=C(F)Cl)C1C(=O)O. The reactants are CC1(C)C(C(=O)O)C1C(O)C(Cl)(Cl)Cl, CC1(C)C(C=C(F)Cl)C1C(=O)O.